Dataset: the Open Reaction Database (ORD), a public repository of structured organic reaction records. Task: describe an organic reaction: reactants, conditions, products, and yield Reactants: COC=1C=C(C(=O)N2CC(CC2)(CCS(=O)(=O)C)C2=CC(=C(C=C2)OC)OC)C=C(C1OC)OC (1-(3,4,5-trimethoxy-benzoyl)-3-(3,4-dimethoxy-phenyl)-3-(2-methanesulfonyl-ethyl)-pyrrolidine), C(C)(=O)OCC.CO (ethyl acetate methanol), OC(C1CCNCC1)(C1=CC=CC=C1)C1=CC=CC=C1 (4-(hydroxy-diphenyl-methyl)-piperidine), C([O-])([O-])=O.[K+].[K+] (potassium carbonate). RXN SMILES: [CH3:1][O:2][C:3]1[CH:4]=[C:5]([CH:29]=[C:30]([O:34][CH3:35])[C:31]=1[O:32][CH3:33])[C:6]([N:8]1[CH2:12][CH2:11][C:10]([C:19]2[CH:24]=[CH:23][C:22]([O:25][CH3:26])=[C:21]([O:27][CH3:28])[CH:20]=2)([CH2:13][CH2:14]S(C)(=O)=O)[CH2:9]1)=[O:7].[OH:36][C:37]([C:50]1[CH:55]=[CH:54][CH:53]=[CH:52][CH:51]=1)([C:44]1[CH:49]=[CH:48][CH:47]=[CH:46][CH:45]=1)[CH:38]1[CH2:43][CH2:42][NH:41][CH2:40][CH2:39]1.C(=O)([O-])[O-].[K+].[K+].C(OCC)(=O)C.CO>CN(C)C=O.ClCCl>[CH3:1][O:2][C:3]1[CH:4]=[C:5]([CH:29]=[C:30]([O:34][CH3:35])[C:31]=1[O:32][CH3:33])[C:6]([N:8]1[CH2:12][CH2:11][C:10]([CH2:13][CH2:14][N:41]2[CH2:42][CH2:43][CH:38]([C:37]([OH:36])([C:44]3[CH:45]=[CH:46][CH:47]=[CH:48][CH:49]=3)[C:50]3[CH:55]=[CH:54][CH:53]=[CH:52][CH:51]=3)[CH2:39][CH2:40]2)([C:19]2[CH:24]=[CH:23][C:22]([O:25][CH3:26])=[C:21]([O:27][CH3:28])[CH:20]=2)[CH2:9]1)=[O:7] |f:2.3.4,5.6|. Procedure: Combine 1-(3,4,5-trimethoxy-benzoyl)-3-(3,4-dimethoxy-phenyl)-3-(2-methanesulfonyl-ethyl)-pyrrolidine (0.50 g, 0.96 mmol), 4-(hydroxy-diphenyl-methyl)-piperidine (0.39 g, 1.44 mmol), and potassium carbonate (0.60 g, 4.34 mmol) in dimethylformamide (30 mL). Heat to 80° C. After 48 hours, cool and evaporate in vacuo to obtain a residue. Partition the residue between ethyl acetate and water. Extract the organic layer with water and a saturated solution of potassium carbonate. Dry the organic layer ... Product: COC=1C=C(C(=O)N2CC(CC2)(C2=CC(=C(C=C2)OC)OC)CCN2CCC(CC2)C(C2=CC=CC=C2)(C2=CC=CC=C2)O)C=C(C1OC)OC (1-(3,4,5-Trimethoxy-benzoyl)-3-[2-[4-(hydroxy-diphenyl-methyl)-piperidin-1-yl]-ethyl]-3-(3,4-dimethoxy-phenyl)-pyrrolidine). Run in CN(C=O)C (dimethylformamide), ClCCl (dichloromethane). Conditions: temperature 80 celsius, time 48 hour. Starting materials: Cl.ClC1=CC=C2C(=NC=NC2=C1)NC1=CC=C(C=C1)S(=O)(=O)Cl (4-(7-Chloro-4-quinazolinylamino)benzene sulphonyl chloride, hydrochloride), C([O-])([O-])=O.[Na+].[Na+] (sodium carbonate), NCCN1CCCC1 (N-(2-aminoethyl)-pyrrolidine), C(C)(=O)OCC (ethyl acetate). The solvent is O (water), C(Cl)(Cl)Cl (chloroform). Run at time 1 hour. The product is ClC1=CC=C2C(=NC=NC2=C1)NC1=CC=C(C=C1)S(=O)(=O)NCCN1CCCC1 (4-(7-Chloro-4-quinazolinylamino)-N-[2-(1-pyrrolidinyl) ethyl]benzenesulphonamide). Isolated yield 26.4%. Reaction SMILES: Cl.[Cl:2][C:3]1[CH:12]=[C:11]2[C:6]([C:7]([NH:13][C:14]3[CH:19]=[CH:18][C:17]([S:20](Cl)(=[O:22])=[O:21])=[CH:16][CH:15]=3)=[N:8][CH:9]=[N:10]2)=[CH:5][CH:4]=1.C(=O)([O-])[O-].[Na+].[Na+].[NH2:30][CH2:31][CH2:32][N:33]1[CH2:37][CH2:36][CH2:35][CH2:34]1.C(OCC)(=O)C>O.C(Cl)(Cl)Cl>[Cl:2][C:3]1[CH:12]=[C:11]2[C:6]([C:7]([NH:13][C:14]3[CH:19]=[CH:18][C:17]([S:20]([NH:30][CH2:31][CH2:32][N:33]4[CH2:37][CH2:36][CH2:35][CH2:34]4)(=[O:22])=[O:21])=[CH:16][CH:15]=3)=[N:8][CH:9]=[N:10]2)=[CH:5][CH:4]=1 |f:0.1,2.3.4|. Procedure: 4-(7-Chloro-4-quinazolinylamino)benzene sulphonyl chloride, hydrochloride (3.5 g, 0.011 mole) was added portionwise to a well-stirred mixture of sodium carbonate (11.5 g) in water (120 ml) and N-(2-aminoethyl)-pyrrolidine (1.26 g, 0.01 mole) in chloroform (120 ml) at about 10° C. After 1 hour at room temperature, the mixture was filtered. The chloroform layer was separated, dried (MgSO4) and evaporated under reduced pressure to give a gum. Trituration from ethyl acetate gave a white solid (1.14 ... The reactants are CC1(C=2C=CC(=CC2C(CC1)(C)C)C#CC1=CC=C(C#N)C=C1)C (4-[(5,6,7,8-tetrahydro-5,5,8,8-tetramethylnaphth-2-yl)-ethynyl]-benzonitril), [OH-].[K+] (potassium hydroxide), C(CCC)O (n-butanol). Solvent: O (water). The product is CC1(C=2C=CC(=CC2C(CC1)(C)C)C#CC1=CC=C(C(=O)O)C=C1)C (4-[(5,6,7,8-Tetrahydro-5,5,8,8-tetramethylnaphth-2-yl)-ethynyl]-benzoic acid). Isolated yield 44.0%. RXN SMILES: [CH3:1][C:2]1([CH3:24])[CH2:11][CH2:10][C:9]([CH3:13])([CH3:12])[C:8]2[CH:7]=[C:6]([C:14]#[C:15][C:16]3C=CC(C#N)=[CH:18][CH:17]=3)[CH:5]=[CH:4][C:3]1=2.[OH-:25].[K+].[CH2:27]([OH:31])[CH2:28][CH2:29][CH3:30]>O>[CH3:1][C:2]1([CH3:24])[CH2:11][CH2:10][C:9]([CH3:13])([CH3:12])[C:8]2[CH:7]=[C:6]([C:14]#[C:15][C:16]3[CH:17]=[CH:18][C:28]([C:27]([OH:25])=[O:31])=[CH:29][CH:30]=3)[CH:5]=[CH:4][C:3]1=2 |f:1.2|. Procedure: 2.6 g (8 millimoles) of 4-[(5,6,7,8-tetrahydro-5,5,8,8-tetramethylnaphth-2-yl)-ethynyl]-benzonitrile (Example 1) and 4.6 g of 85% strength potassium hydroxide in 17 ml of n-butanol were refluxed for 1.5 hours. The cooled reaction mixture was dissolved in 100 ml of water and the solution was extracted three times with ether. The aqueous phase was freed from residual ether under reduced pressure and acidified with 2N HCL. The precipitate which had separated out was filtered off under suction, wash... The reactants are [O-]S(=O)(=O)C(F)(F)F.F[N+]1=C(C=C(C=C1C)C)C (N-fluoro-2,4,6-trimethylpyridinium triflate), O1CCN(CC1)C1=NC(=NC(=C1)N1CCOCC1)N1CCN(CC1)C1=CC=CC=C1 (4,6-dimorpholino-2-(4-phenylpiperazin-1-yl)pyrimidine), O (water). The solvent is ClCCl (dichloromethane). Run at time 30 minute. Product: O1CCN(CC1)C1=NC(=NC(=C1F)N1CCOCC1)N1CCN(CC1)C1=CC=CC=C1 (4,6-dimorpholino-5-fluoro-2-(4-phenylpiperazin-1-yl)pyrimidine). Isolated yield 30.7%. Reaction SMILES: [O:1]1[CH2:6][CH2:5][N:4]([C:7]2[CH:12]=[C:11]([N:13]3[CH2:18][CH2:17][O:16][CH2:15][CH2:14]3)[N:10]=[C:9]([N:19]3[CH2:24][CH2:23][N:22]([C:25]4[CH:30]=[CH:29][CH:28]=[CH:27][CH:26]=4)[CH2:21][CH2:20]3)[N:8]=2)[CH2:3][CH2:2]1.[O-]S(C(F)(F)[F:36])(=O)=O.F[N+]1C(C)=CC(C)=CC=1C.O>ClCCl>[O:1]1[CH2:6][CH2:5][N:4]([C:7]2[C:12]([F:36])=[C:11]([N:13]3[CH2:18][CH2:17][O:16][CH2:15][CH2:14]3)[N:10]=[C:9]([N:19]3[CH2:20][CH2:21][N:22]([C:25]4[CH:30]=[CH:29][CH:28]=[CH:27][CH:26]=4)[CH2:23][CH2:24]3)[N:8]=2)[CH2:3][CH2:2]1 |f:1.2|. Procedure details: The synthesis method shall be explained concretely, and in order, below. 4,6-dimorpholino-2-(4-phenylpiperazin-1-yl)pyrimidine (380 mg, 0.926 mmol) was dissolved in dichloromethane (5 ml), and N-fluoro-2,4,6-trimethylpyridinium triflate (402 mg, 1.39 mmol) was added. After agitation for 30 minutes at room temperature, water was added and extraction was done with dichloromethane. After washing the organic layer with saturated saline, drying was done with MgSO4, and the solvent was distilled away ... The reactants are CCOC(=O)CBr, O=C([O-])[O-], CN(C)C=O, CC(=O)Nc1cc(Oc2ccccc2O)c(Cl)cc1F, [K+], [K+], O. The product is CCOC(=O)COc1ccccc1Oc1cc(NC(C)=O)c(F)cc1Cl. RXN SMILES: [Br:27][CH2:28][C:29](=[O:30])[O:31][CH2:32][CH3:33].[C:21](=[O:22])([O-:23])[O-:24].[CH3:35][N:36]([CH3:37])[CH:38]=[O:39].[Cl:1][c:2]1[cH:3][c:4]([F:20])[c:5]([NH:16][C:17]([CH3:18])=[O:19])[cH:6][c:7]1[O:8][c:9]1[c:10]([OH:15])[cH:11][cH:12][cH:13][cH:14]1.[K+:25].[K+:26].[OH2:34]>>[Cl:1][c:2]1[cH:3][c:4]([F:20])[c:5]([NH:16][C:17]([CH3:18])=[O:19])[cH:6][c:7]1[O:8][c:9]1[c:10]([O:15][CH2:28][C:29](=[O:30])[O:31][CH2:32][CH3:33])[cH:11][cH:12][cH:13][cH:14]1.